Task: describe an organic reaction: reactants, conditions, products, and yield. Dataset: the Open Reaction Database (ORD), a public repository of structured organic reaction records Starting materials: [H-].[Na+] (Sodium hydride), FC1=CC=C(C=C1)C1(CCC2(OCCO2)CC1)O (8-(4-fluoro-phenyl)-1,4-dioxaspiro[4.5]decan-8-ol), IC (iodomethane). Run in C1CCOC1 (THF). Reaction conditions: temperature 25 celsius, time 16 hour. The product is COC1(CCC2(OCCO2)CC1)C1=CC=C(C=C1)F (8-(4-fluorophenyl)-1,4-dioxaspiro[4.5]decan-8-ol methyl ether). Isolated yield 98.8%. As a reaction SMILES: [H-].[Na+].[F:3][C:4]1[CH:9]=[CH:8][C:7]([C:10]2([OH:20])[CH2:19][CH2:18][C:13]3([O:17][CH2:16][CH2:15][O:14]3)[CH2:12][CH2:11]2)=[CH:6][CH:5]=1.I[CH3:22]>C1COCC1>[CH3:22][O:20][C:10]1([C:7]2[CH:8]=[CH:9][C:4]([F:3])=[CH:5][CH:6]=2)[CH2:11][CH2:12][C:13]2([O:14][CH2:15][CH2:16][O:17]2)[CH2:18][CH2:19]1 |f:0.1|. Procedure: Sodium hydride (1.27 g, 31.7 mmole) was added to a solution of 8-(4-fluoro-phenyl)-1,4-dioxaspiro[4.5]decan-8-ol (8.0 g, 10 mmole) in THF (100 ml) and the mixture stirred for 16 hr and heated at reflux for 4 hr. The solution was cooled to 25° C. and iodomethane (6.75 g, 47.6 mmole) was added. The mixture was stirred for 112 hr and concentrated in vacuo. The residue was suspended in water and the mixture extracted with methylene chloride. The extracts were dried and concentrated in vacuo to give ... The reactants are C(C)(C)(C)OC(=O)NC(C)C=1NC(=CC1C(=O)OCC)C1=C2N=C(C(=NC2=CC=C1)C)NCC(F)(F)F (ethyl 2-(1-((tert-butoxycarbonyl)amino)ethyl)-5-(2-methyl-3-((2,2,2-trifluoroethyl)amino)quinoxalin-5-yl)-1H-pyrrole-3-carboxylate), C(=O)([O-])[O-].[K+].[K+] (K2CO3), BrCC(=O)C1=C2N=C(C(=NC2=CC=C1F)C)NC(C)(C)C (2-bromo-1-(3-(tert-butylamino)-6-fluoro-2-methylquinoxalin-5-yl)ethanone), C(C)(C)(C)OC(=O)NC1(CC1)C(CC(=O)OCC)=O (ethyl 3-(1-((tert-butoxycarbonyl)amino)cyclopropyl)-3-oxopropanoate), 295a, NH4OAc. The solvent is C1CCOC1 (THF), CCO (EtOH), CCO (EtOH), CC(=O)O (HOAc). Run at time 2 day. The product is C(C)(C)(C)OC(=O)NC1(CC1)C=1NC(=CC1C(=O)OCC)C1=C2N=C(C(=NC2=CC=C1F)C)NC(C)(C)C (ethyl 2-(1-((tert-butoxycarbonyl)amino)cyclopropyl)-5-(3-(tert-butylamino)-6-fluoro-2-methylquinoxalin-5-yl)-1H-pyrrole-3-carboxylate). Isolated yield 58.0%. Reaction SMILES: [C:1]([O:5][C:6]([NH:8][CH:9]([C:11]1[NH:12]C(C2C=CC=C3C=2N=C(NCC(F)(F)F)C(C)=N3)=C[C:15]=1[C:16]([O:18][CH2:19][CH3:20])=[O:17])[CH3:10])=[O:7])([CH3:4])([CH3:3])[CH3:2].Br[CH2:39][C:40]([C:42]1[C:51]([F:52])=[CH:50][CH:49]=[C:48]2[C:43]=1[N:44]=[C:45]([NH:54][C:55]([CH3:58])([CH3:57])[CH3:56])[C:46]([CH3:53])=[N:47]2)=O.[C:59](OC(NC1(C(=O)CC(OCC)=O)CC1)=O)(C)(C)C.C([O-])([O-])=O.[K+].[K+]>CCO.C1COCC1.CC(O)=O>[C:1]([O:5][C:6]([NH:8][C:9]1([C:11]2[NH:12][C:40]([C:42]3[C:51]([F:52])=[CH:50][CH:49]=[C:48]4[C:43]=3[N:44]=[C:45]([NH:54][C:55]([CH3:58])([CH3:57])[CH3:56])[C:46]([CH3:53])=[N:47]4)=[CH:39][C:15]=2[C:16]([O:18][CH2:19][CH3:20])=[O:17])[CH2:10][CH2:59]1)=[O:7])([CH3:2])([CH3:3])[CH3:4] |f:3.4.5|. Reported procedure: This compound (230 mg, 0.44 mmol, 58% yield) as a yellow foam was prepared according to the procedures described for Intermediate 293b, using 2-bromo-1-(3-(tert-butylamino)-6-fluoro-2-methylquinoxalin-5-yl)ethanone (605) (268 mg, 0.76 mmol), ethyl 3-(1-((tert-butoxycarbonyl)amino)cyclopropyl)-3-oxopropanoate (604) (619 mg, 2.28 mmol) and K2CO3 (525 mg, 3.80 mmol) in EtOH (2 mL) and THF (2 mL) was stirred at RT for 2 days, followed by subsequent treatment of the resulting 295a (light-yellow oil, ...